From a dataset of the Open Reaction Database (ORD), a public repository of structured organic reaction records. describe an organic reaction: reactants, conditions, products, and yield Reported procedure: A mixture of 1-(benzyloxyimino-methyl)-cyclopentanecarboxylic acid methyl ester (2.26 g, 8.65 mmol) and sodium hydroxide (1.0 g, 25.9 mmol) in THF (15 mL), methanol (15 mL) and water (5 mL) was stirred at room temperature for 18 h. The reaction mixture was acidified to pH 4 with 3N aqueous HCl and was extracted with dichloromethane (50 mL×3). The combined organic layers were dried (MgSO4) and were evaporated in vacuo to yield the title compound as a pale yellow oil. (1.91 g, 89%). MH+248. Run in C1CCOC1 (THF), CO (methanol), O (water). Product: C(C1=CC=CC=C1)ON=CC1(CCCC1)C(=O)O (1-(Benzyloxyimino-Methyl)-Cyclopentanecarboxylic Acid). Starting materials: COC(=O)C1(CCCC1)C=NOCC1=CC=CC=C1 (1-(benzyloxyimino-methyl)-cyclopentanecarboxylic acid methyl ester), [OH-].[Na+] (sodium hydroxide), Cl (HCl). Run at time 18 hour. Reaction SMILES: C[O:2][C:3]([C:5]1([CH:10]=[N:11][O:12][CH2:13][C:14]2[CH:19]=[CH:18][CH:17]=[CH:16][CH:15]=2)[CH2:9][CH2:8][CH2:7][CH2:6]1)=[O:4].[OH-].[Na+].Cl>C1COCC1.CO.O>[CH2:13]([O:12][N:11]=[CH:10][C:5]1([C:3]([OH:4])=[O:2])[CH2:9][CH2:8][CH2:7][CH2:6]1)[C:14]1[CH:19]=[CH:18][CH:17]=[CH:16][CH:15]=1 |f:1.2|. The reactants are IC1=CC=C(C=C1)C(CS(=O)(=O)CC1=CC=C(C=C1)I)=O (1-(4-iodophenyl)-2-(4-iodobenzylsulfonyl)ethanone), BrC1=CC=C(C=O)C=C1 (4-bromobenzaldehyde). Product: BrC1=CC=C(C=C1)C(/C(=C\C1=CC=C(C=C1)I)/S(=O)(=O)CC1=CC=C(C=C1)I)=O ((E)-1-(4-bromophenyl)-2-(4-iodobenzylsulfonyl)-3-(4-iodophenyl)-prop-2-en-1-one). Reaction SMILES: [I:1][C:2]1[CH:7]=[CH:6][C:5]([C:8](=O)[CH2:9][S:10]([CH2:13][C:14]2[CH:19]=[CH:18][C:17]([I:20])=[CH:16][CH:15]=2)(=[O:12])=[O:11])=[CH:4][CH:3]=1.[Br:22][C:23]1[CH:30]=[CH:29][C:26]([CH:27]=[O:28])=[CH:25][CH:24]=1>>[Br:22][C:23]1[CH:30]=[CH:29][C:26]([C:27](=[O:28])/[C:9](/[S:10]([CH2:13][C:14]2[CH:19]=[CH:18][C:17]([I:20])=[CH:16][CH:15]=2)(=[O:12])=[O:11])=[CH:8]\[C:5]2[CH:4]=[CH:3][C:2]([I:1])=[CH:7][CH:6]=2)=[CH:25][CH:24]=1. Reported procedure: The title compound is prepared by the methods described in Synthesis Example 10. A solution of 1-(4-iodophenyl)-2-(4-iodobenzylsulfonyl)ethanone (10 mmol) and 4-bromobenzaldehyde (10 mmol) was subjected to the procedure described as Method A in part C of Synthesis Example 10 and the product obtained was purified by column chromatography.